This data is from the Open Reaction Database (ORD), a public repository of structured organic reaction records. The task is: describe an organic reaction: reactants, conditions, products, and yield The reactants are C1(=CC=CC=C1)P(C1=CC=CC=C1)C1=CC=CC=C1 (triphenylphosphine), O1C(NC(C1)=O)=O (1,3-oxazolidine-2,4-dione), N(=NC(=O)OC(C)C)C(=O)OC(C)C (diisopropyl azodicarboxylate), C1=NC=C(C2=CC=CC=C12)N1CCC(CC1)CCO (2-[1-(4-isoquinolyl)-4-piperidyl]ethanol). The product is C1=NC=C(C2=CC=CC=C12)N1CCC(CC1)CCN1C(OCC1=O)=O (3-{2-[1-(4-Isoquinolyl)-4-piperidyl]ethyl)-1,3-oxazolidine-2,4-dione). Yield: 94.4%. As a reaction SMILES: [CH:1]1[C:10]2[C:5](=[CH:6][CH:7]=[CH:8][CH:9]=2)[C:4]([N:11]2[CH2:16][CH2:15][CH:14]([CH2:17][CH2:18]O)[CH2:13][CH2:12]2)=[CH:3][N:2]=1.C1(P(C2C=CC=CC=2)C2C=CC=CC=2)C=CC=CC=1.[O:39]1[CH2:43][C:42](=[O:44])[NH:41][C:40]1=[O:45].N(C(OC(C)C)=O)=NC(OC(C)C)=O>>[CH:1]1[C:10]2[C:5](=[CH:6][CH:7]=[CH:8][CH:9]=2)[C:4]([N:11]2[CH2:12][CH2:13][CH:14]([CH2:17][CH2:18][N:41]3[C:42](=[O:44])[CH2:43][O:39][C:40]3=[O:45])[CH2:15][CH2:16]2)=[CH:3][N:2]=1. Reported procedure: The procedure described in Example 5 (step 5.2) is used. Starting with 0.801 g (3.12 mmol) of 2-[1-(4-isoquinolyl)-4-piperidyl]ethanol, prepared in step 7.1, 0.902 g (3.44 mmol) of triphenylphosphine, 0.379 g (3.75 mmol) of 1,3-oxazolidine-2,4-dione and 0.632 g (3.12 mmol) of diisopropyl azodicarboxylate (DIAD), and after chromatography on silica gel, eluting with a 98/2 mixture of dichloromethane and methanol, 1 g of product is obtained in the form of a green paste. Reactants: CCOC(=O)C(=Cc1ccc(-c2cccc(N(C)C(=O)Oc3ccc([N+](=O)[O-])cc3)c2)cc1)OCC, CCCCN, CN(C)C=O, O. The product is CCCCNC(=O)N(C)c1cccc(-c2ccc(C=C(OCC)C(=O)OCC)cc2)c1. Reaction SMILES: [CH2:1]([CH3:2])[O:3][C:4]([C:5](=[O:6])[O:7][CH2:8][CH3:9])=[CH:10][c:11]1[cH:12][cH:13][c:14](-[c:17]2[cH:18][c:19]([N:23]([C:24]([O:26][c:25]3[cH:27][cH:28][c:29]([N+:30]([O-:31])=[O:32])[cH:33][cH:34]3)=[O:35])[CH3:36])[cH:20][cH:21][cH:22]2)[cH:15][cH:16]1.[CH2:37]([CH2:38][CH2:39][CH3:40])[NH2:41].[CH3:43][N:44]([CH3:45])[CH:46]=[O:47].[OH2:42]>>[CH2:1]([CH3:2])[O:3][C:4]([C:5](=[O:6])[O:7][CH2:8][CH3:9])=[CH:10][c:11]1[cH:12][cH:13][c:14](-[c:17]2[cH:18][c:19]([N:23]([C:24](=[O:26])[NH:41][CH2:37][CH2:38][CH2:39][CH3:40])[CH3:36])[cH:20][cH:21][cH:22]2)[cH:15][cH:16]1. Starting materials: C(C)(=O)OCC (ethyl acetate), NC=1C=C(C(=O)C2=CN(C3=CC=CC=C23)CCCC(=O)OCC)C=CC1 (ethyl 4-[3-(3-aminobenzoyl)indol-1-yl]butyrate), BrC(CCCCC)C1=CC=C(C=C1)CC(C)C (1-(1-bromohexyl)-4-isobutylbenzene), C(C)(C)N(CC)C(C)C (diisopropylethylamine). The solvent is O (water), ClCCl (dichloromethane). The product is C(C(C)C)C1=CC=C(C=C1)C(CCCCC)NC=1C=C(C(=O)C2=CN(C3=CC=CC=C23)CCCC(=O)OCC)C=CC1 (ethyl 4-[3-[3-[1-(4-isobutylphenyl)hexylamino]benzoyl]indol-1-yl]butyrate). Yield: 54.4%. Reaction SMILES: [NH2:1][C:2]1[CH:3]=[C:4]([CH:24]=[CH:25][CH:26]=1)[C:5]([C:7]1[C:15]2[C:10](=[CH:11][CH:12]=[CH:13][CH:14]=2)[N:9]([CH2:16][CH2:17][CH2:18][C:19]([O:21][CH2:22][CH3:23])=[O:20])[CH:8]=1)=[O:6].Br[CH:28]([C:34]1[CH:39]=[CH:38][C:37]([CH2:40][CH:41]([CH3:43])[CH3:42])=[CH:36][CH:35]=1)[CH2:29][CH2:30][CH2:31][CH2:32][CH3:33].C(N(C(C)C)CC)(C)C.C(OCC)(=O)C>ClCCl.O>[CH2:40]([C:37]1[CH:36]=[CH:35][C:34]([CH:28]([NH:1][C:2]2[CH:3]=[C:4]([CH:24]=[CH:25][CH:26]=2)[C:5]([C:7]2[C:15]3[C:10](=[CH:11][CH:12]=[CH:13][CH:14]=3)[N:9]([CH2:16][CH2:17][CH2:18][C:19]([O:21][CH2:22][CH3:23])=[O:20])[CH:8]=2)=[O:6])[CH2:29][CH2:30][CH2:31][CH2:32][CH3:33])=[CH:39][CH:38]=1)[CH:41]([CH3:43])[CH3:42]. Procedure: A mixture of ethyl 4-[3-(3-aminobenzoyl)indol-1-yl]butyrate (176 mg), 1-(1-bromohexyl)-4-isobutylbenzene (233 mg) and diisopropylethylamine (194 mg) in dichloromethane (5 ml) was refluxed for 20 hours. The reaction mixture was poured into a mixture of ethyl acetate and water. The organic layer was separated and washed with water and brine, dried over magnesium sulfate and evaporated. The residue was chromatographed on silica gel column eluting with a mixture of n-hexane and ethyl acetate (3:1) t... Starting materials: ClC1=NC=C(C(=O)O)C=C1 (6-chloro-nicotinic acid), C(=O)(N1C=NC=C1)N1C=NC=C1 (carbonyldiimidazole), C(C)(C)N (isopropylamine). Yields the product ClC1=CC=C(C=N1)C(=O)NC(C)C (6-Chloro-N-(1-methylethyl)pyridine-3-carboxamide). RXN SMILES: [Cl:1][C:2]1[CH:10]=[CH:9][C:5]([C:6]([OH:8])=O)=[CH:4][N:3]=1.C(N1C=CN=C1)(N1C=CN=C1)=O.[CH:23]([NH2:26])([CH3:25])[CH3:24]>>[Cl:1][C:2]1[N:3]=[CH:4][C:5]([C:6]([NH:26][CH:23]([CH3:25])[CH3:24])=[O:8])=[CH:9][CH:10]=1. Reported procedure: The product was prepared from 6-chloro-nicotinic acid (1.0 g), carbonyldiimidazole (0.8 g) and isopropylamine (0.6 ml) using the method of example 115 step (i). Yield 0.75 g. Reported procedure: To a solution of N-cyclopentyl-2-(1,3-dioxo-1,3-dihydro-2H-isoindol-2-yl)-N-[(1S)-1-phenylprop-2-en-1-yl]pent-4-enamide (330 mg) dissolved in Toluene (30 mL) at 80° C. under N2 was added Grubbs catalyst (2nd generation) (33 mg) and the reaction mixture was stirred at 80° C. for 35 minutes, cooled to RT and concentrated in vacuo. The crude product was directly purified via flash chromatography (gradient—10%, 15% EtOAc/hexanes) to give the title compounds, 2-[(3R,7S)-1-cyclopentyl-2-oxo-7-phenyl-2... Reactants: C1(CCCC1)N(C(C(CC=C)N1C(C2=CC=CC=C2C1=O)=O)=O)[C@@H](C=C)C1=CC=CC=C1 (N-cyclopentyl-2-(1,3-dioxo-1,3-dihydro-2H-isoindol-2-yl)-N-[(1S)-1-phenylprop-2-en-1-yl]pent-4-enamide), C1(=CC=CC=C1)C (Toluene). Reaction conditions: temperature 80 celsius, time 35 minute. As a reaction SMILES: [CH:1]1([N:6]([C@H:24]([C:27]2[CH:32]=[CH:31][CH:30]=[CH:29]C=2)C=C)[C:7](=[O:23])[CH:8]([N:12]2[C:20](=[O:21])[C:19]3[C:14](=[CH:15][CH:16]=[CH:17][CH:18]=3)[C:13]2=[O:22])[CH2:9][CH:10]=[CH2:11])[CH2:5][CH2:4][CH2:3][CH2:2]1.[C:33]1([CH3:39])[CH:38]=[CH:37][CH:36]=[CH:35][CH:34]=1>Cl[Ru](=CC1C=CC=CC=1)([P](C1CCCCC1)(C1CCCCC1)C1CCCCC1)([P](C1CCCCC1)(C1CCCCC1)C1CCCCC1)Cl>[CH:1]1([N:6]2[C@H:24]([C:27]3[CH:32]=[CH:31][CH:30]=[CH:29][CH:33]=3)[CH:11]=[CH:10][CH2:9][C@@H:8]([N:12]3[C:20](=[O:21])[C:15]4[C:14](=[CH:19][CH:18]=[CH:17][CH:16]=4)[C:13]3=[O:22])[C:7]2=[O:23])[CH2:5][CH2:4][CH2:3][CH2:2]1.[CH:1]1([N:6]2[C@H:39]([C:33]3[CH:38]=[CH:37][CH:36]=[CH:35][CH:34]=3)[CH:11]=[CH:10][CH2:9][C@H:8]([N:12]3[C:20](=[O:21])[C:19]4[C:14](=[CH:15][CH:16]=[CH:17][CH:18]=4)[C:13]3=[O:22])[C:7]2=[O:23])[CH2:5][CH2:4][CH2:3][CH2:2]1 |^1:48,67|. The yield is 90.0%. The product is title compounds, C1(CCCC1)N1C([C@@H](CC=C[C@H]1C1=CC=CC=C1)N1C(C2=CC=CC=C2C1=O)=O)=O (2-[(3R,7S)-1-cyclopentyl-2-oxo-7-phenyl-2,3,4,7-tetrahydro-1H-azepin-3-yl]-1H-isoindole-1,3(2H)-dione), C1(CCCC1)N1C([C@H](CC=C[C@H]1C1=CC=CC=C1)N1C(C2=CC=CC=C2C1=O)=O)=O (2-[(3S,7S)-1-cyclopentyl-2-oxo-7-phenyl-2,3,4,7-tetrahydro-1H-azepin-3-yl]-1H-isoindole-1,3(2H)-dione). The reagents and catalysts are Cl[Ru](Cl)([P](C1CCCCC1)(C2CCCCC2)C3CCCCC3)([P](C4CCCCC4)(C5CCCCC5)C6CCCCC6)=CC7=CC=CC=C7 (Grubbs catalyst). Run in C(Cl)Cl (DCM), C(Cl)Cl (DCM), C(Cl)Cl (DCM). The product is FC(C=1C=C(C=C(C1)C(F)(F)F)[C@@H](C)N(C(=O)N1[C@H](C[C@]2(CCC(N2C(=O)OCC2=CC=CC=C2)=O)CC1)C1=C(C=C(C=C1)F)C)C)(F)F (phenylmethyl(5S,7R)-8-{[{(1R)-1-[3,5-bis(trifluoromethyl)phenyl]ethyl}(methyl)amino]carbonyl}-7-(4-fluoro-2-methylphenyl)-2-oxo-1,8-diazaspiro[4.5]decane-1-carboxylate). Conditions: time 1 hour. Starting materials: FC(C=1C=C(C=C(C1)C(F)(F)F)[C@@H](C)N(C(=O)N1[C@H](C[C@]2(CCC(N2C(=O)OCC2=CC=CC=C2)O)CC1)C1=C(C=C(C=C1)F)C)C)(F)F (phenylmethyl(5S,7R)-8-{[{(1R)-1-[3,5-bis(trifluoromethyl)phenyl]ethyl}(methyl)amino]carbonyl}-7-(4-fluoro-2-methylphenyl)-2-hydroxy-1,8-diazaspiro[4.5]decane-1-carboxylate), FC(C=1C=C(C=C(C1)C(F)(F)F)[C@@H](C)N(C(=O)N1[C@H](C[C@]2(CCC(N2C(=O)OCC2=CC=CC=C2)O)CC1)C1=C(C=C(C=C1)F)C)C)(F)F (phenylmethyl(5S,7R)-8-{[{(1R)-1-[3,5-bis(trifluoromethyl)phenyl]ethyl}(methyl)amino]carbonyl}-7-(4-fluoro-2-methylphenyl)-2-hydroxy-1,8-diazaspiro[4.5]decane-1-carboxylate), [Cr](=O)(=O)([O-])Cl.[NH+]1=CC=CC=C1 (pyridinium chlorochromate), [Cr](=O)(=O)([O-])Cl.[NH+]1=CC=CC=C1 (Pyridinium chlorochromate), O (H2O). Procedure details: To a suspension of Pyridinium chlorochromate (PCC) (66.5 mg, 0.307 mmol) in DCM (2 ml) was added a solution of phenylmethyl(5S,7R)-8-{[{(1R)-1-[3,5-bis(trifluoromethyl)phenyl]ethyl}(methyl)amino]carbonyl}-7-(4-fluoro-2-methylphenyl)-2-hydroxy-1,8-diazaspiro[4.5]decane-1-carboxylate (Intermediate 32, 107 mg) in DCM (2 ml) and the reaction mixture was left stirring at rt for 1 hr. Further pyridinium chlorochromate (PCC) (66.5 mg, 0.307 mmol) was added and the reaction mixture was left stirring ove... Yield: 80.6%. As a reaction SMILES: [Cr](Cl)([O-])(=O)=O.[NH+]1C=CC=CC=1.[F:12][C:13]([F:60])([F:59])[C:14]1[CH:15]=[C:16]([C@H:24]([N:26]([CH3:58])[C:27]([N:29]2[CH2:49][CH2:48][C@:32]3([N:36]([C:37]([O:39][CH2:40][C:41]4[CH:46]=[CH:45][CH:44]=[CH:43][CH:42]=4)=[O:38])[CH:35]([OH:47])[CH2:34][CH2:33]3)[CH2:31][C@@H:30]2[C:50]2[CH:55]=[CH:54][C:53]([F:56])=[CH:52][C:51]=2[CH3:57])=[O:28])[CH3:25])[CH:17]=[C:18]([C:20]([F:23])([F:22])[F:21])[CH:19]=1.O>C(Cl)Cl>[F:60][C:13]([F:12])([F:59])[C:14]1[CH:15]=[C:16]([C@H:24]([N:26]([CH3:58])[C:27]([N:29]2[CH2:49][CH2:48][C@:32]3([N:36]([C:37]([O:39][CH2:40][C:41]4[CH:46]=[CH:45][CH:44]=[CH:43][CH:42]=4)=[O:38])[C:35](=[O:47])[CH2:34][CH2:33]3)[CH2:31][C@@H:30]2[C:50]2[CH:55]=[CH:54][C:53]([F:56])=[CH:52][C:51]=2[CH3:57])=[O:28])[CH3:25])[CH:17]=[C:18]([C:20]([F:23])([F:21])[F:22])[CH:19]=1 |f:0.1|. The reactants are COC1=C(C=C(C=C1)[N+](=O)[O-])N (2-methoxy-5-nitro-phenylamine), Cl.ClCCNCCCl (bis-(2-chloro-ethyl)-amine hydrochloride), C([O-])([O-])=O.[K+].[K+] (potassium carbonate). The solvent is ClC1=CC=CC=C1 (chlorobenzene). Product: desired product, COC1=C(C=C(C=C1)[N+](=O)[O-])N1CCNCC1 (1-(2-methoxy-5-nitrophenyl)piperazine). Yield: 45.1%. Reaction SMILES: [CH3:1][O:2][C:3]1[CH:8]=[CH:7][C:6]([N+:9]([O-:11])=[O:10])=[CH:5][C:4]=1[NH2:12].Cl.Cl[CH2:15][CH2:16][NH:17][CH2:18][CH2:19]Cl.C(=O)([O-])[O-].[K+].[K+]>ClC1C=CC=CC=1>[CH3:1][O:2][C:3]1[CH:8]=[CH:7][C:6]([N+:9]([O-:11])=[O:10])=[CH:5][C:4]=1[N:12]1[CH2:19][CH2:18][NH:17][CH2:16][CH2:15]1 |f:1.2,3.4.5|. Reported procedure: A mixture of 2-methoxy-5-nitro-phenylamine (16.8 g, 0.1 mol), bis-(2-chloro-ethyl)-amine hydrochloride (17.8 g, 0.1 mol) and potassium carbonate (69 g, 0.5 mol) in chlorobenzene (300 ml) was refluxed for 48 h, washed by water. The water phase was extracted with dichloromethane. The organic layers were combined, dried over sodium sulfate, purified with flash chromatography on silica gel (CH2Cl2/MeOH) to give the desired product, 1-(2-methoxy-5-nitrophenyl)piperazine (10.7 g, 45%).